Dataset: the Open Reaction Database (ORD), a public repository of structured organic reaction records. Task: describe an organic reaction: reactants, conditions, products, and yield Starting materials: [PH2](=O)O (hypophosphorous acid), OC1CCN(CC1)C1=C2C=CC(=NC2=C(C=C1F)N)C (5-(4-hydroxy-1-piperidyl)-6-fluoro-8-amino-quinaldine), Cl (hydrochloric acid), aqueous solution, N(=O)[O-].[Na+] (sodium nitrite), [OH-].[Na+] (sodium hydroxide). The reagents and catalysts are C(CCCCCCC)O (n-octanol). Run in O (water), O (water). Reaction conditions: time 7 hour. Yields the product OC1CCN(CC1)C1=C2C=CC(=NC2=CC=C1F)C (5-(4-hydroxy-1-piperidyl)-6-fluoroquinaldine). Yield: 47.9%. RXN SMILES: [OH:1][CH:2]1[CH2:7][CH2:6][N:5]([C:8]2[C:17]([F:18])=[CH:16][C:15](N)=[C:14]3[C:9]=2[CH:10]=[CH:11][C:12]([CH3:20])=[N:13]3)[CH2:4][CH2:3]1.Cl.N([O-])=O.[Na+].[PH2](O)=O.[OH-].[Na+]>C(O)CCCCCCC.O>[OH:1][CH:2]1[CH2:7][CH2:6][N:5]([C:8]2[C:17]([F:18])=[CH:16][CH:15]=[C:14]3[C:9]=2[CH:10]=[CH:11][C:12]([CH3:20])=[N:13]3)[CH2:4][CH2:3]1 |f:2.3,5.6|. Procedure details: To 1.5 g of 5-(4-hydroxy-1-piperidyl)-6-fluoro-8-amino-quinaldine were added 10 ml of concentrated hydrochloric acid and 3 ml of water, and 2 ml of an aqueous solution of 0.39 g of sodium nitrite was added dropwise to the mixture at -2° C. After 3 minutes one drop of n-octanol (defoaming agent) was added to the mixture. Then, 5.7 g of hypophosphorous acid (50% aqueous solution) already cooled to 0° C. was added dropwise to the mixture at -2° C. Thereafter, stirring was continued at 0°-5° C. for ...